The task is: describe an organic reaction: reactants, conditions, products, and yield. This data is from the Open Reaction Database (ORD), a public repository of structured organic reaction records. Procedure: The product was obtained starting from 3-((E)-3-Dimethylamino-acryloyl)-1-(4-methansulfonyl-phenyl)-1H-pyridazin-4-one (A-16) and 3-fluoro-phenylhydrazine according to the method described for example 43. MS: M=411.1 (M+H)+ The product is FC=1C=C(C=CC1)N1N=CC=C1C1=NN(C=CC1=O)C1=CC=C(C=C1)S(=O)(=O)C (3-[2-(3-Fluoro-phenyl)-2H-pyrazol-3-yl]-1-(4-methanesulfonyl-phenyl)-1H-pyridazin-4-one). Reactants: CN(/C=C/C(=O)C1=NN(C=CC1=O)C1=CC=C(C=C1)S(=O)(=O)C)C (3-((E)-3-Dimethylamino-acryloyl)-1-(4-methansulfonyl-phenyl)-1H-pyridazin-4-one), FC=1C=C(C=CC1)NN (3-fluoro-phenylhydrazine). Reaction SMILES: C[N:2](C)/[CH:3]=[CH:4]/[C:5]([C:7]1[C:12](=[O:13])[CH:11]=[CH:10][N:9]([C:14]2[CH:19]=[CH:18][C:17]([S:20]([CH3:23])(=[O:22])=[O:21])=[CH:16][CH:15]=2)[N:8]=1)=O.[F:25][C:26]1[CH:27]=[C:28]([NH:32]N)[CH:29]=[CH:30][CH:31]=1>>[F:25][C:26]1[CH:27]=[C:28]([N:32]2[C:5]([C:7]3[C:12](=[O:13])[CH:11]=[CH:10][N:9]([C:14]4[CH:19]=[CH:18][C:17]([S:20]([CH3:23])(=[O:22])=[O:21])=[CH:16][CH:15]=4)[N:8]=3)=[CH:4][CH:3]=[N:2]2)[CH:29]=[CH:30][CH:31]=1.